The task is: describe an organic reaction: reactants, conditions, products, and yield. This data is from the Open Reaction Database (ORD), a public repository of structured organic reaction records. Reactants: BrCc1ccccc1, O=C([O-])[O-], CN(C)C=O, [K+], [K+], N#Cc1nn(-c2c(Cl)cc(C(F)(F)F)cc2Cl)c(N)c1C(=O)C(F)(F)F, O. The product is N#Cc1nn(-c2c(Cl)cc(C(F)(F)F)cc2Cl)c(NCc2ccccc2)c1C(=O)C(F)(F)F. As a reaction SMILES: [Br:33][CH2:34][c:35]1[cH:36][cH:37][cH:38][cH:39][cH:40]1.[C:27](=[O:28])([O-:29])[O-:30].[CH3:42][N:43]([CH3:44])[CH:45]=[O:46].[K+:31].[K+:32].[NH2:1][c:2]1[c:3]([C:21]([C:22]([F:23])([F:24])[F:25])=[O:26])[c:4]([C:19]#[N:20])[n:5][n:6]1-[c:7]1[c:8]([Cl:18])[cH:9][c:10]([C:14]([F:15])([F:16])[F:17])[cH:11][c:12]1[Cl:13].[OH2:41]>>[NH:1]([c:2]1[c:3]([C:21]([C:22]([F:23])([F:24])[F:25])=[O:26])[c:4]([C:19]#[N:20])[n:5][n:6]1-[c:7]1[c:8]([Cl:18])[cH:9][c:10]([C:14]([F:15])([F:16])[F:17])[cH:11][c:12]1[Cl:13])[CH2:34][c:35]1[cH:36][cH:37][cH:38][cH:39][cH:40]1.